This data is from the Open Reaction Database (ORD), a public repository of structured organic reaction records. The task is: describe an organic reaction: reactants, conditions, products, and yield Yields the product NC=1SC(=C(N1)C)C1=NCCC2=CC(=C(C=C12)OC)OC (1-(2-amino-4-methylthiazol-5-yl)-6,7-dimethoxy-3,4-dihydroisoquinoline). Conditions: temperature 100 celsius, time 10 hour. The reactants are COC=1C=C(C=CC1OC)CCNC(=O)C1=C(N=C(S1)NC(C1=CC=CC=C1)(C1=CC=CC=C1)C1=CC=CC=C1)C (N-[2-(3,4-dimethoxyphenyl)ethyl]-4-methyl-2-tritylamino-5-thiazolecarboxamide), OP(=O)(O)O (H3PO4). Reported procedure: A mixture of N-[2-(3,4-dimethoxyphenyl)ethyl]-4-methyl-2-tritylamino-5-thiazolecarboxamide (5.0 g) and polyphospholic acid (116% as H3PO4, 50 g) was stirred at 100° C. for 10 hours. After the reaction mixture was cooled, water (250 ml) was added and stirred for 1 hour. After removal of insoluble materials by filtration, and filtrate was neutralized with sodium carbonate. From the aqueous solution was extracted the desired compound with chloroform, and the extract was dried over magnesium sulfate... The solvent is O (water). Reaction SMILES: [CH3:1][O:2][C:3]1[CH:4]=[C:5]([CH2:11][CH2:12][NH:13][C:14]([C:16]2[S:20][C:19]([NH:21]C(C3C=CC=CC=3)(C3C=CC=CC=3)C3C=CC=CC=3)=[N:18][C:17]=2[CH3:41])=O)[CH:6]=[CH:7][C:8]=1[O:9][CH3:10].OP(O)(O)=O>O>[NH2:21][C:19]1[S:20][C:16]([C:14]2[C:6]3[C:5](=[CH:4][C:3]([O:2][CH3:1])=[C:8]([O:9][CH3:10])[CH:7]=3)[CH2:11][CH2:12][N:13]=2)=[C:17]([CH3:41])[N:18]=1. Yield: 24.9%. Starting materials: [OH-].[Na+] (NaOH), [H-].[H-].[H-].[H-].[Li+].[Al+3] (LiAlH4), NC1=CC=C2C(C(NC(C2=C1)=O)=O)(C)C (7-amino-4,4-dimethylisoquinoline-1,3(2H,4H)-dione). The solvent is C1CCOC1 (THF), C1CCOC1 (THF), C1CCOC1 (THF). Reaction conditions: time 24 hour. Yields the product CC1(CNCC2=CC(=CC=C12)N)C (1,2,3,4-Tetrahydro-4,4-dimethylisoquinolin-7-amine). Yield: 61.3%. As a reaction SMILES: [H-].[H-].[H-].[H-].[Li+].[Al+3].[NH2:7][C:8]1[CH:17]=[C:16]2[C:11]([C:12]([CH3:21])([CH3:20])[C:13](=O)[NH:14][C:15]2=O)=[CH:10][CH:9]=1.[OH-].[Na+]>C1COCC1>[CH3:20][C:12]1([CH3:21])[C:11]2[C:16](=[CH:17][C:8]([NH2:7])=[CH:9][CH:10]=2)[CH2:15][NH:14][CH2:13]1 |f:0.1.2.3.4.5,7.8|. Reported procedure: To a stirred mixture of LiAlH4 (800 mg, 21 mmol) and anhydrous THF (30 mL) was added at 0° C. a solution of 7-amino-4,4-dimethylisoquinoline-1,3(2H,4H)-dione (500 mg, 2.5 mmol) in THF (5 mL). The mixture was stirred at room temperature under N2 for 24 h, and then carefully treated with wet THF, 10% aq. NaOH, and filtered through Celite. The filtrate was concentrated and the residue was dissolved in EtOAc (150 mL). The organic phase was washed with brine, dried (Na2SO4), and evaporated. The resid...